The task is: describe an organic reaction: reactants, conditions, products, and yield. This data is from the Open Reaction Database (ORD), a public repository of structured organic reaction records. The reactants are CO, CCOC(C)=O, CCOC(=O)c1cc(CSc2ncccc2C(=O)Nc2cc(C)cc(C)c2)ccn1, Cl, [Na+], [OH-]. The product is Cc1cc(C)cc(NC(=O)c2cccnc2SCc2ccnc(C(=O)O)c2)c1. As a reaction SMILES: [CH3:34][OH:35].[CH3:36][CH2:37][O:38][C:39](=[O:40])[CH3:41].[CH3:3][c:4]1[cH:5][c:6]([NH:11][C:12](=[O:13])[c:14]2[c:15]([S:20][CH2:21][c:22]3[cH:23][c:24]([C:28](=[O:29])[O:30][CH2:31][CH3:32])[n:25][cH:26][cH:27]3)[n:16][cH:17][cH:18][cH:19]2)[cH:7][c:8]([CH3:10])[cH:9]1.[ClH:33].[Na+:2].[OH-:1]>>[CH3:3][c:4]1[cH:5][c:6]([NH:11][C:12](=[O:13])[c:14]2[c:15]([S:20][CH2:21][c:22]3[cH:23][c:24]([C:28](=[O:29])[OH:30])[n:25][cH:26][cH:27]3)[n:16][cH:17][cH:18][cH:19]2)[cH:7][c:8]([CH3:10])[cH:9]1. Product: [N+](=O)([O-])C=1NOC=CC1 (nitro-oxazine). The reactants are C([O-])([O-])=O.[Na+].[Na+] (sodium carbonate), S(O)(O)(=O)=O (sulfuric acid), O1NC=CC=C1 (oxazine), [N+](=O)(O)[O-] (nitric acid). Reaction SMILES: S(=O)(=O)(O)O.[O:6]1[CH:11]=[CH:10][CH:9]=[CH:8][NH:7]1.[N+:12]([O-])([OH:14])=[O:13].C(=O)([O-])[O-].[Na+].[Na+]>>[N+:12]([C:8]1[NH:7][O:6][CH:11]=[CH:10][CH:9]=1)([O-:14])=[O:13] |f:3.4.5|. Reaction conditions: temperature 0 celsius, time 2 hour. Procedure: To concentrated sulfuric acid (2 ml) was added portion wise the oxazine XI (0.1 mmol) at 22° C., the solution obtained was cooled to 0° C. and treated with red fuming nitric acid (HNO3) (0.058 ml) and stiffing was continued at 0° C. for 2 h. The reaction mixture was slowly added to crushed ice, the pH was adjusted to 10 using a saturated sodium carbonate solution, the aqueous layer was extracted with AcOEt, the organic layer was dried and evaporated to afford the pure nitro-oxazine XII.